This data is from the Open Reaction Database (ORD), a public repository of structured organic reaction records. The task is: describe an organic reaction: reactants, conditions, products, and yield Starting materials: ClC1=NC=C(C(=N1)Cl)[N+](=O)[O-] (2,4-dichloro-5-nitro-pyrimidine), C([O-])(O)=O.[Na+] (sodium bicarbonate), COC(C(CNC1CCCC1)(Cl)Cl)=O (2,2-dichloro-3-cyclopentylamino-propionic acid methyl ester). Run in C(C)(=O)OCC (ethyl acetate), C(C)(=O)OCC (ethyl acetate). Conditions: time 24 hour. The product is COC(C(CN(C1CCCC1)C1=NC(=NC=C1[N+](=O)[O-])Cl)(Cl)Cl)=O (3-[(2-chloro-5-nitro-pyrimidin-4-yl)-cyclopentyl-amino]-2,2-dichloro-propanoic acid methyl ester). The yield is 143.7%. As a reaction SMILES: [CH3:1][O:2][C:3](=[O:14])[C:4]([Cl:13])([Cl:12])[CH2:5][NH:6][CH:7]1[CH2:11][CH2:10][CH2:9][CH2:8]1.[Cl:15][C:16]1[N:21]=[C:20](Cl)[C:19]([N+:23]([O-:25])=[O:24])=[CH:18][N:17]=1.C(=O)(O)[O-].[Na+]>C(OCC)(=O)C>[CH3:1][O:2][C:3](=[O:14])[C:4]([Cl:12])([Cl:13])[CH2:5][N:6]([C:18]1[C:19]([N+:23]([O-:25])=[O:24])=[CH:20][N:21]=[C:16]([Cl:15])[N:17]=1)[CH:7]1[CH2:8][CH2:9][CH2:10][CH2:11]1 |f:2.3|. Reported procedure: A solution of 1.5 g (0.0063 mole) of 2,2-dichloro-3-cyclopentylamino-propionic acid methyl ester in 3 mL of ethyl acetate was added over 5 minutes to a cooled (0 degrees) mixture of 0.81 g (0.0042 mole) of 2,4-dichloro-5-nitro-pyrimidine, 1.76 g (0.02 mole) of sodium bicarbonate and 15 mL of ethyl acetate. The cooling bath was removed and the mixture stirred for 24 hours at room temperature and then 24 hours at 75 degrees. Activated charcoal was added and after stirring briefly, the mixture was ...